The task is: describe an organic reaction: reactants, conditions, products, and yield. This data is from the Open Reaction Database (ORD), a public repository of structured organic reaction records. Starting materials: C(C)I (ethyl iodide), C([O-])([O-])=O.[K+].[K+] (potassium carbonate), ClC=1C(NN=C(C1NCC1=CC(=C(C=C1)OC)OCCC)[N+](=O)[O-])=O (4-chloro-5-(3-n-propoxy-4-methoxybenzylamino)-6-nitro-3(2H)pyridazinone). Run in C(C)C(=O)C (methyl ethyl ketone). Reaction conditions: time 1.5 hour. The product is C(C)N1N=C(C(=C(C1=O)Cl)NCC1=CC(=C(C=C1)OC)OCCC)[N+](=O)[O-] (2-ethyl-4-chloro-5-(3-n-propoxy-4-methoxybenzylamino)-6-nitro-3(2H)pyridazinone). Reaction SMILES: [Cl:1][C:2]1[C:3](=[O:25])[NH:4][N:5]=[C:6]([N+:22]([O-:24])=[O:23])[C:7]=1[NH:8][CH2:9][C:10]1[CH:15]=[CH:14][C:13]([O:16][CH3:17])=[C:12]([O:18][CH2:19][CH2:20][CH3:21])[CH:11]=1.[CH2:26](I)[CH3:27].C(=O)([O-])[O-].[K+].[K+]>C(C(C)=O)C>[CH2:26]([N:4]1[C:3](=[O:25])[C:2]([Cl:1])=[C:7]([NH:8][CH2:9][C:10]2[CH:15]=[CH:14][C:13]([O:16][CH3:17])=[C:12]([O:18][CH2:19][CH2:20][CH3:21])[CH:11]=2)[C:6]([N+:22]([O-:24])=[O:23])=[N:5]1)[CH3:27] |f:2.3.4|. Procedure details: A mixture comprising 500 mg of 4-chloro-5-(3-n-propoxy-4-methoxybenzylamino)-6-nitro-3(2H)pyridazinone (Compound No. 22) prepared in Example 2, 634 mg of ethyl iodide, 562 mg of anhydrous potassium carbonate and 25 ml of methyl ethyl ketone, was refluxed under stirring for 1.5 hours. The solvent was distilled off under reduced pressure, and water was added to the residue thereby obtained and the mixture was extracted with diethyl ether. The extract was washed with a saturated sodium chloride aqu... The reactants are OBO, NS(=O)(=O)c1ccc(Br)cc1, COc1ccccc1CNC1CCC(N(C)C(=O)OC(C)(C)C)CC1. Yields the product COc1ccc(-c2ccc(S(N)(=O)=O)cc2)cc1CNC1CCC(N(C)C(=O)OC(C)(C)C)CC1. Reaction SMILES: [BH:1]([OH:2])[OH:3].[Br:29][c:30]1[cH:31][cH:32][c:33]([S:36](=[O:37])(=[O:38])[NH2:39])[cH:34][cH:35]1.[C:4](=[O:5])([O:6][C:7]([CH3:8])([CH3:9])[CH3:10])[N:11]([CH:12]1[CH2:13][CH2:14][CH:15]([NH:18][CH2:19][c:20]2[cH:21][cH:22][cH:23][cH:24][c:25]2[O:26][CH3:27])[CH2:16][CH2:17]1)[CH3:28]>>[C:4](=[O:5])([O:6][C:7]([CH3:8])([CH3:9])[CH3:10])[N:11]([CH:12]1[CH2:13][CH2:14][CH:15]([NH:18][CH2:19][c:20]2[cH:21][c:22](-[c:30]3[cH:31][cH:32][c:33]([S:36](=[O:37])(=[O:38])[NH2:39])[cH:34][cH:35]3)[cH:23][cH:24][c:25]2[O:26][CH3:27])[CH2:16][CH2:17]1)[CH3:28]. Reactants: N1C=CC=2C1=NC=CC2 (1H-pyrrolo[2,3-b]pyridine), O (water), [H-].[Na+] (sodium hydride), C[Si](CCOCCl)(C)C ([2-(trimethylsilyl)ethoxy]methyl chloride). Solvent: CN(C)C=O (DMF), CN(C)C=O (DMF). Run at time 45 minute. The product is C[Si](CCOCN1C=CC=2C1=NC=CC2)(C)C (1-(2-Trimethylsilylethoxymethyl)-1H-pyrrolo[2,3-b]pyridine). The yield is 95.1%. As a reaction SMILES: [H-].[Na+].[NH:3]1[C:7]2=[N:8][CH:9]=[CH:10][CH:11]=[C:6]2[CH:5]=[CH:4]1.[CH3:12][Si:13]([CH3:20])([CH3:19])[CH2:14][CH2:15][O:16][CH2:17]Cl.O>CN(C=O)C>[CH3:12][Si:13]([CH3:20])([CH3:19])[CH2:14][CH2:15][O:16][CH2:17][N:3]1[C:7]2=[N:8][CH:9]=[CH:10][CH:11]=[C:6]2[CH:5]=[CH:4]1 |f:0.1|. Procedure details: To a suspension of sodium hydride (934 mg, 0.0358 mol) in DMF (57 mL) was added dropwise under N2, a solution of 1H-pyrrolo[2,3-b]pyridine (3.00 g, 0.0254 mol) in DMF (20 mL). The mixture was stirred at r.t. for 45 min. then cooled to 0° C. and treated dropwise with [2-(trimethylsilyl)ethoxy]methyl chloride (6.32 mL, 0.0357 mol). The mixture was stirred at rt for 12 h. then poured into water (10 mL), stirred for 30 min. and extracted with Et20 (4×10 mL). The combined extracts were washed with br... Starting materials: CCI, CCO, [K+], [OH-], Oc1ccc(S)cc1. The product is CCSc1ccc(O)cc1. Reaction SMILES: [CH2:11]([CH3:12])[I:13].[CH3:14][CH2:15][OH:16].[K+:10].[OH-:9].[SH:1][c:2]1[cH:3][cH:4][c:5]([OH:8])[cH:6][cH:7]1>>[S:1]([c:2]1[cH:3][cH:4][c:5]([OH:8])[cH:6][cH:7]1)[CH2:11][CH3:12]. Product: C(C1=CC=CC=C1)N1CCC(CC1)(C(F)(F)F)O (1-benzyl-4-hydroxy-4-trifluoromethylpiperidine). Conditions: temperature 0 celsius, time 15 minute. Procedure details: A mixture of 1-benzyl-4-piperidone (2.2 g, 11.67 mmole) and (trifluoromethyl)-trimethyl silane (2.37 g, 16.7 mmole) in dry THF (10 ml) at 0° C. was treated with tetrabutylammonium fluoride (0.02 g) in THF. The mixture was stirred at 0° C. for 15 min and allowed to stir at 25-30° C. for 2 hr. THF (10 ml) and 3N HCl were added and stirred for 2 hr. The reaction mixture was extracted with ethyl acetate (3×25 ml), washed with water (2×10 ml) and brine (20 ml), dried (Na2SO4). Residue obtained after ... Starting materials: Cl (HCl), [F-].C(CCC)[N+](CCCC)(CCCC)CCCC (tetrabutylammonium fluoride), C(C1=CC=CC=C1)N1CCC(CC1)=O (1-benzyl-4-piperidone), FC(F)(F)[Si](C)(C)C ((trifluoromethyl)-trimethyl silane). As a reaction SMILES: [CH2:1]([N:8]1[CH2:13][CH2:12][C:11](=[O:14])[CH2:10][CH2:9]1)[C:2]1[CH:7]=[CH:6][CH:5]=[CH:4][CH:3]=1.[F:15][C:16]([Si](C)(C)C)([F:18])[F:17].[F-].C([N+](CCCC)(CCCC)CCCC)CCC.Cl>C1COCC1>[CH2:1]([N:8]1[CH2:13][CH2:12][C:11]([OH:14])([C:16]([F:18])([F:17])[F:15])[CH2:10][CH2:9]1)[C:2]1[CH:3]=[CH:4][CH:5]=[CH:6][CH:7]=1 |f:2.3|. The solvent is C1CCOC1 (THF), C1CCOC1 (THF), C1CCOC1 (THF). Starting materials: C(O)CN (Ethanolamine), OC(COS(=O)(=O)C)C1=CC=C(C=C1)C1=NOC(=N1)C1=NC(=NC(=C1)C)NC(C)C (methanesulfonic acid 2-hydroxy-2-{4-[5-(2-isopropylamino-6-methyl-pyrimidin-4-yl)-[1,2,4]oxadiazol-3-yl]-phenyl}-ethyl ester). Solvent: O1CCOCC1 (dioxane). Conditions: temperature 80 celsius, time 18 hour. The product is OCCNCC(O)C1=CC=C(C=C1)C1=NOC(=N1)C1=NC(=NC(=C1)C)NC(C)C (rac-2-(2-Hydroxy-ethylamino)-1-{4-[5-(2-isopropylamino-6-methyl-pyrimidin-4-yl)-[1,2,4]oxadiazol-3-yl]-phenyl}-ethanol). Yield: 71.0%. RXN SMILES: [CH2:1]([CH2:3][NH2:4])[OH:2].[OH:5][CH:6]([C:13]1[CH:18]=[CH:17][C:16]([C:19]2[N:23]=[C:22]([C:24]3[CH:29]=[C:28]([CH3:30])[N:27]=[C:26]([NH:31][CH:32]([CH3:34])[CH3:33])[N:25]=3)[O:21][N:20]=2)=[CH:15][CH:14]=1)[CH2:7]OS(C)(=O)=O>O1CCOCC1>[OH:2][CH2:1][CH2:3][NH:4][CH2:7][CH:6]([C:13]1[CH:18]=[CH:17][C:16]([C:19]2[N:23]=[C:22]([C:24]3[CH:29]=[C:28]([CH3:30])[N:27]=[C:26]([NH:31][CH:32]([CH3:34])[CH3:33])[N:25]=3)[O:21][N:20]=2)=[CH:15][CH:14]=1)[OH:5]. Procedure details: Ethanolamine (3.0 mL, 49.85 mmol) is added to a solution of methanesulfonic acid 2-hydroxy-2-{4-[5-(2-isopropylamino-6-methyl-pyrimidin-4-yl)-[1,2,4]oxadiazol-3-yl]-phenyl}-ethyl ester (152 mg, 0.35 mmol) in dioxane (2.0 mL). The reaction mixture is stirred at 80° C. for 18 h, is then evaporated and purified by prep. TLC (eluting with DCM/MeOH 10:1) to give 99 mg of the title compound as a yellow oil; LC-MS: tR=0.74 min; [M+H]+=399.07. 1H NMR (CDCl3) δ 1.29 (d, J=6.5 Hz, 6H), 2.48 (s, 3H), 2.84 ... Starting materials: Cc1ccc2c(c1)C(N)CCO2, COc1ccc2c(c1)C(N)CCO2, NC1CCOc2ccc(Cl)cc21, NC1CCOc2c(F)cccc21, NC1CCOc2ccc(F)cc21, NC1CCOc2cccc(F)c21, NC1CCOc2ccccc21. Product: O=C1CCOc2cccc(F)c21. As a reaction SMILES: [CH3:48][c:49]1[cH:50][c:51]2[c:52]([cH:53][cH:54]1)[O:55][CH2:56][CH2:57][CH:58]2[NH2:59].[CH3:60][O:61][c:62]1[cH:63][c:64]2[c:65]([cH:66][cH:67]1)[O:68][CH2:69][CH2:70][CH:71]2[NH2:72].[Cl:36][c:37]1[cH:38][c:39]2[c:40]([cH:41][cH:42]1)[O:43][CH2:44][CH2:45][CH:46]2[NH2:47].[F:1][c:2]1[cH:3][cH:4][cH:5][c:6]2[c:7]1[O:10][CH2:8][CH2:9][CH:11]2[NH2:12].[F:24][c:25]1[cH:26][c:27]2[c:28]([cH:29][cH:30]1)[O:31][CH2:32][CH2:33][CH:34]2[NH2:35].[F:73][c:74]1[c:75]2[c:80]([cH:81][cH:82][cH:83]1)[O:79][CH2:78][CH2:77][CH:76]2[NH2:84].[O:13]1[c:14]2[c:15]([cH:16][cH:17][cH:18][cH:19]2)[CH:20]([NH2:21])[CH2:22][CH2:23]1>>[O:10]=[C:76]1[c:75]2[c:74]([F:73])[cH:83][cH:82][cH:81][c:80]2[O:79][CH2:78][CH2:77]1. The reagents and catalysts are N1CCCCC1 (piperidine). Reaction SMILES: [C:1]([CH2:9][C:10](=[O:12])[CH3:11])(=[O:8])[C:2]1[CH:7]=[CH:6][CH:5]=[CH:4][CH:3]=1.[CH2:13]([C:19]1[CH:26]=[CH:25][C:22]([CH:23]=O)=[CH:21][CH:20]=1)[CH2:14][CH2:15][CH2:16][CH2:17][CH3:18]>N1CCCCC1.C(OCC)C>[CH2:13]([C:19]1[CH:26]=[CH:25][C:22](/[CH:23]=[C:9](/[C:10](=[O:12])[CH3:11])\[C:1]([C:2]2[CH:7]=[CH:6][CH:5]=[CH:4][CH:3]=2)=[O:8])=[CH:21][CH:20]=1)[CH2:14][CH2:15][CH2:16][CH2:17][CH3:18]. Yields the product C(CCCCC)C1=CC=C(C=C1)\C=C(/C(=O)C1=CC=CC=C1)\C(C)=O (2Z-[(4-hexylphenyl)methylene]-1-phenyl-1,3-butanedione). Reactants: C(C1=CC=CC=C1)(=O)CC(C)=O (Benzoylacetone), C(CCCCC)C1=CC=C(C=O)C=C1 (parahexylbenzaldehyde), C(C1=CC=CC=C1)(=O)CC(C)=O (benzoylacetone). Reported procedure: Benzoylacetone (0.65g, 0.004 moles), parahexylbenzaldehyde (0.76g, 0.004 moles) and piperidine (3 drops) were stirred in ethyl ether (10ml) for 20 hrs. An additional 200mg benzoylacetone was added and the solution stirred for 48 hrs. The solution was concentrated to an oil with a gentle stream of Nitrogen. The product was purified by silica gel chromatography. The structure assignment was supported by NMR, infrared and uv spectra and elemental analysis (334.5). Reaction conditions: time 48 hour. The solvent is C(C)OCC (ethyl ether).